From a dataset of the Open Reaction Database (ORD), a public repository of structured organic reaction records. describe an organic reaction: reactants, conditions, products, and yield The reactants are COC(CC(=O)C=CC1=CC(=CC=C1)[N+](=O)[O-])=O (3-nitrobenzylideneacetoacetic acid methyl ester), C(C)O (ethanol), C(C)(=O)O (acetic acid), C(=O)(OCC)C=C1NCCC1 (2-carbethoxymethylidenepyrrolidine). Yields the product C(C)OC(=O)C=1C(C(=C(N2CCCC12)C)C(=O)OC)C1=CC(=CC=C1)[N+](=O)[O-] (5-methyl-7-(3-nitrophenyl)-1,2,3,7-tetrahydroindolizine-6,8-dicarboxylic acid 6-methyl ester 8-ethyl ester). The yield is 73.0%. Reaction SMILES: CO[C:3](=O)[CH2:4][C:5]([CH:7]=[CH:8][C:9]1[CH:14]=[CH:13][CH:12]=[C:11]([N+:15]([O-:17])=[O:16])[CH:10]=1)=O.[C:19]([CH:24]=[C:25]1[CH2:29]C[CH2:27][NH:26]1)([O:21][CH2:22]C)=[O:20].[CH2:30]([OH:32])[CH3:31].[C:33](O)(=[O:35])C>>[CH2:30]([O:32][C:33]([C:7]1[CH:8]([C:9]2[CH:14]=[CH:13][CH:12]=[C:11]([N+:15]([O-:17])=[O:16])[CH:10]=2)[C:24]([C:19]([O:21][CH3:22])=[O:20])=[C:25]([CH3:29])[N:26]2[C:5]=1[CH2:4][CH2:3][CH2:27]2)=[O:35])[CH3:31]. Procedure details: Upon boiling a solution of 8.3 g of 3-nitrobenzylideneacetoacetic acid methyl ester and 5.6 g of 2-carbethoxymethylidenepyrrolidine in 50 ml of glacial acetic acid for 8 hours, 5-methyl-7-(3-nitrophenyl)-1,2,3,7-tetrahydroindolizine-6,8-dicarboxylic acid 6-methyl ester 8-ethyl ester of melting point 120° (ethanol) is obtained. Starting materials: CC(C)(C)OC(=O)CCN, CCN(C(C)C)C(C)C, CCOC(C)=O, Cc1ccccc1, Cl, CCCCN(CC)c1ccc(C(F)(F)F)cc1CN(Cc1cc(C(F)(F)F)cc(C(F)(F)F)c1)c1cc(Cl)ncn1. Yields the product CCCCN(CC)c1ccc(C(F)(F)F)cc1CN(Cc1cc(C(F)(F)F)cc(C(F)(F)F)c1)c1cc(NCCC(=O)OC(C)(C)C)ncn1. Reaction SMILES: [C:43]([CH3:44])([CH3:45])([CH3:46])[O:47][C:48]([CH2:49][CH2:50][NH2:51])=[O:52].[CH2:53]([N:54]([CH:55]([CH3:56])[CH3:57])[CH:58]([CH3:59])[CH3:60])[CH3:61].[CH3:62][CH2:63][O:64][C:65](=[O:66])[CH3:67].[CH3:68][c:69]1[cH:70][cH:71][cH:72][cH:73][cH:74]1.[ClH:42].[F:1][C:2]([c:3]1[cH:4][c:5]([CH2:6][N:7]([c:8]2[n:9][cH:10][n:11][c:12]([Cl:14])[cH:13]2)[CH2:15][c:16]2[c:17]([N:26]([CH2:27][CH3:28])[CH2:29][CH2:30][CH2:31][CH3:32])[cH:18][cH:19][c:20]([C:22]([F:23])([F:24])[F:25])[cH:21]2)[cH:33][c:34]([C:36]([F:37])([F:38])[F:39])[cH:35]1)([F:40])[F:41]>>[F:1][C:2]([c:3]1[cH:4][c:5]([CH2:6][N:7]([c:8]2[n:9][cH:10][n:11][c:12]([NH:51][CH2:50][CH2:49][C:48]([O:47][C:43]([CH3:44])([CH3:45])[CH3:46])=[O:52])[cH:13]2)[CH2:15][c:16]2[c:17]([N:26]([CH2:27][CH3:28])[CH2:29][CH2:30][CH2:31][CH3:32])[cH:18][cH:19][c:20]([C:22]([F:23])([F:24])[F:25])[cH:21]2)[cH:33][c:34]([C:36]([F:37])([F:38])[F:39])[cH:35]1)([F:40])[F:41]. Reactants: C(C)OC(\C=C(\C=C\C(=C(\CC)/C=1C=C(C=C2C(CCN(C12)CC)(C)C)C(C)C)\F)/C)=O ((2E,4E,6E)-7-(1-ethyl-6-isopropyl-4,4-dimethyl-1,2,3,4-tetrahydro-quinolin-8-yl)-6-fluoro-3-methyl-nona-2,4,6-trienoic acid ethyl ester), C(C)OC(\C=C(\C=C\C(=C(\CC)/C=1C=C(C=C2C(CCN(C12)CC)(C)C)C(C)C)\F)/C)=O ((2E,4E,6E)-7-(1-ethyl-6-isopropyl-4,4-dimethyl-1,2,3,4-tetrahydro-quinolin-8-yl)-6-fluoro-3-methyl-nona-2,4,6-trienoic acid ethyl ester), [OH-].[Na+] (NaOH). Product: C(C)N1CCC(C2=CC(=CC(=C12)/C(=C(\C=C\C(=C\C(=O)O)\C)/F)/CC)C(C)C)(C)C ((2E,4E,6E)-7-(1-Ethyl-6-isopropyl-4,4-dimethyl-1,2,3,4-tetrahydro-quinolin-8-yl)-6-fluoro-3-methyl-nona-2,4,6-trienoic acid). RXN SMILES: C([O:3][C:4](=[O:32])/[CH:5]=[C:6](\[CH3:31])/[CH:7]=[CH:8]/[C:9](/[F:30])=[C:10](\[C:13]1[CH:14]=[C:15]([CH:27]([CH3:29])[CH3:28])[CH:16]=[C:17]2[C:22]=1[N:21]([CH2:23][CH3:24])[CH2:20][CH2:19][C:18]2([CH3:26])[CH3:25])/[CH2:11][CH3:12])C.[OH-].[Na+]>>[CH2:23]([N:21]1[C:22]2[C:17](=[CH:16][C:15]([CH:27]([CH3:29])[CH3:28])=[CH:14][C:13]=2/[C:10](/[CH2:11][CH3:12])=[C:9](/[F:30])\[CH:8]=[CH:7]\[C:6](\[CH3:31])=[CH:5]\[C:4]([OH:32])=[O:3])[C:18]([CH3:26])([CH3:25])[CH2:19][CH2:20]1)[CH3:24] |f:1.2|. Reported procedure: Following General Procedure I, (2E,4E,6E)-7-(1-ethyl-6-isopropyl-4,4-dimethyl-1,2,3,4-tetrahydro-quinolin-8-yl)-6-fluoro-3-methyl-nona-2,4,6-trienoic acid ethyl ester (Compound 25, 630 mg, 14.3 mmol) was hydrolyzed with NaOH to yield the title compound as a yellow solid after purification by column chromatography (silica, first using 100% hexane, followed by 5:95 ethyl acetate:hexane, then 1:1 ethyl acetate:hexane) to yield a yellow oil. The resulting yellow oil was recrystallized from acetonitr... Reactants: O=C1CCC(=O)N1Br, CCCCOc1nc(N)c2ncn(C3CCCCO3)c2n1, ClC(Cl)Cl. Product: CCCCOc1nc(N)c2nc(Br)n(C3CCCCO3)c2n1. As a reaction SMILES: [Br:22][N:23]1[C:24](=[O:25])[CH2:26][CH2:27][C:28]1=[O:29].[CH2:1]([CH2:2][CH2:3][CH3:4])[O:5][c:6]1[n:7][c:8]([NH2:21])[c:9]2[n:10][cH:11][n:12]([CH:15]3[O:16][CH2:17][CH2:18][CH2:19][CH2:20]3)[c:13]2[n:14]1.[CH:30]([Cl:31])([Cl:32])[Cl:33]>>[CH2:1]([CH2:2][CH2:3][CH3:4])[O:5][c:6]1[n:7][c:8]([NH2:21])[c:9]2[n:10][c:11]([Br:22])[n:12]([CH:15]3[O:16][CH2:17][CH2:18][CH2:19][CH2:20]3)[c:13]2[n:14]1. Starting materials: CN1CCN(CC1)CC#C (1-methyl-4-(prop-2-ynyl)piperazine), FC=1C=C(N)C=CC1OC1=C2C(=NC=C1)C=C(S2)I (3-fluoro-4-(2-iodothieno[3,2-b]pyridin-7-yloxy)aniline). Reaction conditions: temperature 50 celsius. Yields the product FC=1C=C(C=CC1OC1=C2C(=NC=C1)C=C(S2)C#CCN2CCN(CC2)C)N (3-fluoro-4-(2-(3-(4-methylpiperazin-1-yl)prop-1-ynyl)thieno[3,2-b]pyridin-7-yloxy)benzenamine). The yield is 77.6%. As a reaction SMILES: [CH3:1][N:2]1[CH2:7][CH2:6][N:5]([CH2:8][C:9]#[CH:10])[CH2:4][CH2:3]1.[F:11][C:12]1[CH:13]=[C:14]([CH:16]=[CH:17][C:18]=1[O:19][C:20]1[CH:25]=[CH:24][N:23]=[C:22]2[CH:26]=[C:27](I)[S:28][C:21]=12)[NH2:15]>>[F:11][C:12]1[CH:13]=[C:14]([NH2:15])[CH:16]=[CH:17][C:18]=1[O:19][C:20]1[CH:25]=[CH:24][N:23]=[C:22]2[CH:26]=[C:27]([C:10]#[C:9][CH2:8][N:5]3[CH2:6][CH2:7][N:2]([CH3:1])[CH2:3][CH2:4]3)[S:28][C:21]=12. Reported procedure: Prepared from 1-methyl-4-(prop-2-ynyl)piperazine (26.8 mg, 0.194 mmol) and 3-fluoro-4-(2-iodothieno[3,2-b]pyridin-7-yloxy)benzenamine (Example 6, Step A; 50 mg, 0.13 mmol) according to the procedure described for Example 6, Step B, except the reaction was heated at 50° C. for 7 hours. The crude was purified by preparative TLC eluting with 5% MeOH (containing 7N NH3) in CH2Cl2. The product was obtained as a waxy solid (40 mg, 75%). 1H NMR (400 MHz, CDCl3) δ 8.47 (d, J=6 Hz, 1H), 7.58 (s, 1H), 7.0... Starting materials: molar solution, B(Br)(Br)Br (boron tribromide), C(=O)C=1C=C(C#N)C(=C(C1)OC)O (3-formyl-6-hydroxy-5-methoxy benzonitrile). Run in ClCCl (dichloromethane), ClCCl (dichloromethane). Reaction conditions: temperature 0 celsius. Yields the product C(=O)C=1C=C(C#N)C(=C(C1)O)O (3-formyl-5,6-dihydroxy benzonitrile). Yield: 72.4%. Reaction SMILES: [CH:1]([C:3]1[CH:4]=[C:5]([C:8]([OH:13])=[C:9]([O:11]C)[CH:10]=1)[C:6]#[N:7])=[O:2].B(Br)(Br)Br>ClCCl>[CH:1]([C:3]1[CH:4]=[C:5]([C:8]([OH:13])=[C:9]([OH:11])[CH:10]=1)[C:6]#[N:7])=[O:2]. Reported procedure: 18 g of the product of Step A and 400 ml of dichloromethane were mixed together under nitrogen and the mixture was cooled to 0° C. 150 ml of a molar solution of boron tribromide in dichloromethane were added and the mixture stood for one night at ambient temperature. It was concentrated, cooled again to 0° C. and 250 ml of a normal solution of hydrochloric acid were added. The crystallized product was separated out, washed with water, dried then crystallized from an isopropanol--water mixture (1... Reactants: N#CCBr, CC1=C(C#N)C(c2ccc(C#N)cc2S(C)(=O)=O)NC(=O)N1c1cccc(C(F)(F)F)c1, C1CCOC1, [H-], [Na+]. The product is CC1=C(C#N)C(c2ccc(C#N)cc2S(C)(=O)=O)N(CC#N)C(=O)N1c1cccc(C(F)(F)F)c1. As a reaction SMILES: [Br:35][CH2:36][C:37]#[N:38].[C:1](#[N:2])[c:3]1[cH:4][c:5]([S:29](=[O:30])(=[O:31])[CH3:32])[c:6]([CH:9]2[NH:10][C:11](=[O:28])[N:12]([c:18]3[cH:19][c:20]([C:24]([F:25])([F:26])[F:27])[cH:21][cH:22][cH:23]3)[C:13]([CH3:17])=[C:14]2[C:15]#[N:16])[cH:7][cH:8]1.[CH2:39]1[O:40][CH2:41][CH2:42][CH2:43]1.[H-:33].[Na+:34]>>[C:1](#[N:2])[c:3]1[cH:4][c:5]([S:29](=[O:30])(=[O:31])[CH3:32])[c:6]([CH:9]2[N:10]([CH2:36][C:37]#[N:38])[C:11](=[O:28])[N:12]([c:18]3[cH:19][c:20]([C:24]([F:25])([F:26])[F:27])[cH:21][cH:22][cH:23]3)[C:13]([CH3:17])=[C:14]2[C:15]#[N:16])[cH:7][cH:8]1. Reactants: CI (CH3I), CC(C)C1=C(C(=CC=C1)C(C)C)NC(=O)NS(=O)(=O)CCCCCCCCCCCCCC (N-[2,6-bis(1-methylethyl)phenyl]-N'-(tetradecylsulfonyl)urea), N12CCCCCC2=NCCC1 (1,8-diazabicyclo[5.4.0]undec-7-ene). The solvent is CC#N (CH3CN), CCOC(=O)C (EtOAc). Run at time 8 hour. Yields the product CC(C)C1=C(C(=CC=C1)C(C)C)NC(=O)N(S(=O)(=O)CCCCCCCCCCCCCC)C (N-[2,6-Bis(1-methylethyl)phenyl]-N'-methyl-N'-(tetradecylsulfonyl)urea). The yield is 77.7%. As a reaction SMILES: CI.[CH3:3][CH:4]([C:6]1[CH:11]=[CH:10][CH:9]=[C:8]([CH:12]([CH3:14])[CH3:13])[C:7]=1[NH:15][C:16]([NH:18][S:19]([CH2:22][CH2:23][CH2:24][CH2:25][CH2:26][CH2:27][CH2:28][CH2:29][CH2:30][CH2:31][CH2:32][CH2:33][CH2:34][CH3:35])(=[O:21])=[O:20])=[O:17])[CH3:5].N12CCCN=C1CCCC[CH2:37]2>CC#N.CCOC(C)=O>[CH3:14][CH:12]([C:8]1[CH:9]=[CH:10][CH:11]=[C:6]([CH:4]([CH3:3])[CH3:5])[C:7]=1[NH:15][C:16]([N:18]([CH3:37])[S:19]([CH2:22][CH2:23][CH2:24][CH2:25][CH2:26][CH2:27][CH2:28][CH2:29][CH2:30][CH2:31][CH2:32][CH2:33][CH2:34][CH3:35])(=[O:20])=[O:21])=[O:17])[CH3:13]. Reported procedure: CH3I (0.15 mL, 2.3 mmoles) was added dropwise to a room temperature solution of N-[2,6-bis(1-methylethyl)phenyl]-N'-(tetradecylsulfonyl)urea (1.0 g, 2.08 mmoles) and 1,8-diazabicyclo[5.4.0]undec-7-ene (0.34 mL, 2.3 mmoles), stirring in 10 mL of CH3CN. The solution was stirred overnight at room temperature, diluted with EtOAc, washed with 1M HCl, H2O, brine, and dried (MgSO4). Filtration and evaporation afforded an oil which was flash chromatographed (silica gel, 10:1 hexane-ethyl acetate) to pro...